This data is from the Open Reaction Database (ORD), a public repository of structured organic reaction records. The task is: describe an organic reaction: reactants, conditions, products, and yield Starting materials: S(=O)(=O)(O)O.C(N)(=N)N1CCN(CC1)CC1=CC=CC=C1 (1-amidino-4-benzylpiperazine sulfate), [OH-].[Na+] (sodium hydroxide), C(#N)C(C(=O)OCC)=COCC (ethyl 2-cyano-3-ethoxyacrylate). Solvent: C(C)O (ethanol). Product: C(C1=CC=CC=C1)N1CCN(CC1)C1=NC=C(C(=N1)O)C#N (2-(4-benzylpiperazino)-5-cyano-4-hydroxypyrimidine). Isolated yield 29.6%. RXN SMILES: S(O)(O)(=O)=O.[C:6]([N:9]1[CH2:14][CH2:13][N:12]([CH2:15][C:16]2[CH:21]=[CH:20][CH:19]=[CH:18][CH:17]=2)[CH2:11][CH2:10]1)(=[NH:8])[NH2:7].[OH-].[Na+].[C:24]([C:26](=[CH:32]OCC)[C:27](OCC)=[O:28])#[N:25]>C(O)C>[CH2:15]([N:12]1[CH2:13][CH2:14][N:9]([C:6]2[N:7]=[C:27]([OH:28])[C:26]([C:24]#[N:25])=[CH:32][N:8]=2)[CH2:10][CH2:11]1)[C:16]1[CH:21]=[CH:20][CH:19]=[CH:18][CH:17]=1 |f:0.1,2.3|. Reported procedure: Mixed were 26.8 g of 1-amidino-4-benzylpiperazine sulfate and 133 ml of a 3% ethanol solution of sodium hydroxide, followed by an addition of 17.0 g of ethyl 2-cyano-3-ethoxyacrylate. After being refluxed for 5 hours, the reaction mixture was allowed to cool down. After distilling off ethanol from the reaction mixture, the residue was added with water and ethyl acetate. The resultant mixture was shaken. Precipitated colorless crystals of 2-(4-benzylpiperazino)-5-cyano-4-hydroxypyrimidine were co... Reactants: [OH-].[Na+] (sodium hydroxide), CC1=CC=C(C=C1)S(=O)(=O)O.ClC1=C(C=CC(=C1)Cl)C(CN1N=CN=C1)(OC)OC (1-[2-(2,4-dichlorophenyl)-2,2-dimethoxyethyl]-1H-1,2,4-triazole 4-methylbenzenesulfonate), C[C@@H]([C@H](C)O)O ((2S,3S)-(+)-2,3-butanediol), CC1=CC=C(C=C1)S(=O)(=O)O (4-methylbenzenesulfonic acid). Run in CC1=CC=CC=C1 (methylbenzene). Product: ClC1=C(C=CC(=C1)Cl)C1(O[C@H]([C@@H](O1)C)C)CN1N=CN=C1 ((+)-(4S,trans)-1-[2-(2,4-dichlorophenyl)-4,5-dimethyl-1,3-dioxolan-2-ylmethyl]-1H-1,2,4-triazole). The yield is 31.0%. Reaction SMILES: CC1C=CC(S(O)(=O)=O)=CC=1.[Cl:12][C:13]1[CH:18]=[C:17]([Cl:19])[CH:16]=[CH:15][C:14]=1[C:20](OC)(OC)[CH2:21][N:22]1[CH:26]=[N:25][CH:24]=[N:23]1.[CH3:31][C@H:32]([OH:36])[C@@H:33]([OH:35])[CH3:34].CC1C=CC(S(O)(=O)=O)=CC=1.[OH-].[Na+]>CC1C=CC=CC=1>[Cl:12][C:13]1[CH:18]=[C:17]([Cl:19])[CH:16]=[CH:15][C:14]=1[C:20]1([CH2:21][N:22]2[CH:26]=[N:25][CH:24]=[N:23]2)[O:36][C@@H:32]([CH3:31])[C@H:33]([CH3:34])[O:35]1 |f:0.1,4.5|. Procedure details: A mixture of 7.1 parts of 1-[2-(2,4-dichlorophenyl)-2,2-dimethoxyethyl]-1H-1,2,4-triazole 4-methylbenzenesulfonate, 1.5 parts of (2S,3S)-(+)-2,3-butanediol, 0.7 parts of 4-methylbenzenesulfonic acid and 68 parts of methylbenzene is stirred and refluxed for 3 days. The reaction mixture is cooled and alkalized with a sodium hydroxide solution 20%. The whole is poured onto water and the product is extracted with trichloromethane. The extract is dried, filtered and evaporated. The residue is purifie... Reactants: FC(C(=O)O)(F)F.ClC=1C=C2C=3C=CN=CC3NC2=C(C1)NC(=O)[C@H]1N(CC(OC1)(C)C)C[C@H](C)N ((S)-4-((S)-2-Amino-propyl)-6,6-dimethyl-morpholine-3-carboxylic acid (6-chloro-9H-beta-carbolin-8-yl)-amide trifluoroacetate salt), CC1=C(C(=O)O)C=CC=N1 (2-methyl-nicotinic acid), C(C)(=O)[O-].[NH4+] (ammonium acetate). Reaction SMILES: FC(F)(F)C(O)=O.[Cl:8][C:9]1[CH:10]=[C:11]2[C:19](=[C:20]([NH:22][C:23]([C@@H:25]3[CH2:30][O:29][C:28]([CH3:32])([CH3:31])[CH2:27][N:26]3[CH2:33][C@@H:34]([NH2:36])[CH3:35])=[O:24])[CH:21]=1)[NH:18][C:17]1[CH:16]=[N:15][CH:14]=[CH:13][C:12]2=1.[CH3:37][C:38]1[N:46]=[CH:45][CH:44]=[CH:43][C:39]=1[C:40](O)=[O:41].C([O-])(=O)C.[NH4+]>>[Cl:8][C:9]1[CH:10]=[C:11]2[C:19](=[C:20]([NH:22][C:23]([C@@H:25]3[CH2:30][O:29][C:28]([CH3:31])([CH3:32])[CH2:27][N:26]3[CH2:33][C@@H:34]([NH:36][C:40]([C:39]3[C:38]([CH3:37])=[N:46][CH:45]=[CH:44][CH:43]=3)=[O:41])[CH3:35])=[O:24])[CH:21]=1)[NH:18][C:17]1[CH:16]=[N:15][CH:14]=[CH:13][C:12]2=1 |f:0.1,3.4|. Procedure: The desired compound was prepared according to Method E from (S)-4-((S)-2-Amino-propyl)-6,6-dimethyl-morpholine-3-carboxylic acid (6-chloro-9H-beta-carbolin-8-yl)-amide trifluoroacetate salt and 2-methyl-nicotinic acid in 75% yield. 1H-NMR (300 MHz, DMSO-d6): δ 1.21 (s,3H), 1.22 (d,3H), 1.36 (s,3H), 2.10 (d,1H), 2.42 (m,1H), 2.60 (m,1H), 2.99 (d,1H), 3.20 (m,1H), 3.92 (m,2H), 4.22 (m,1H), 7.22 (dd,1H), 7.65 (d,1H), 7.90 (s,1H), 8.16 (d,1H), 8.23 (s,1H), 8.31 (d,1H), 8.38 (d,1H), 8.45 (d,1H), 9.0... The product is ClC=1C=C2C=3C=CN=CC3NC2=C(C1)NC(=O)[C@H]1N(CC(OC1)(C)C)C[C@H](C)NC(=O)C=1C(=NC=CC1)C ((S)-6,6-Dimethyl-4-{(S)-2-[(2-methyl-pyridine-3carbonyl)amino]propyl}-morpholine-3-carboxylic acid (6-chloro-9H-beta-carbolin-8-yl)-amide). Yield: 75.0%. Reactants: ClCCl, CCOC(C)=O, CNc1nccc(-c2cccnc2Oc2ccc(NC(=O)c3cccc(I)c3)cc2C)n1, [Na+], [Na+], O=C([O-])[O-], C1COCCO1, O, [Pd+2], OB(O)c1ccoc1. Product: CNc1nccc(-c2cccnc2Oc2ccc(NC(=O)c3cccc(-c4ccoc4)c3)cc2C)n1. Reaction SMILES: [CH2:60]([Cl:61])[Cl:62].[CH3:54][CH2:55][O:56][C:57](=[O:58])[CH3:59].[I:1][c:2]1[cH:3][c:4]([C:5](=[O:6])[NH:7][c:8]2[cH:9][c:10]([CH3:29])[c:11]([O:14][c:15]3[n:16][cH:17][cH:18][cH:19][c:20]3-[c:21]3[n:22][c:23]([NH:27][CH3:28])[n:24][cH:25][cH:26]3)[cH:12][cH:13]2)[cH:30][cH:31][cH:32]1.[Na+:41].[Na+:42].[O-:43][C:44](=[O:45])[O-:46].[O:47]1[CH2:48][CH2:49][O:50][CH2:51][CH2:52]1.[OH2:53].[Pd+2:63].[o:33]1[cH:34][c:35]([B:38]([OH:39])[OH:40])[cH:36][cH:37]1>>[c:2]1(-[c:35]2[cH:34][o:33][cH:37][cH:36]2)[cH:3][c:4]([C:5](=[O:6])[NH:7][c:8]2[cH:9][c:10]([CH3:29])[c:11]([O:14][c:15]3[n:16][cH:17][cH:18][cH:19][c:20]3-[c:21]3[n:22][c:23]([NH:27][CH3:28])[n:24][cH:25][cH:26]3)[cH:12][cH:13]2)[cH:30][cH:31][cH:32]1. Reactants: CC[SiH](CC)CC, COc1ccc2c(c1)OC(=O)CC21CCCn2cncc21, [Cl-], [Cl-], [Cl-], [Cl-], ClCCl, C[Si](C)(C)OOS(=O)(=O)C(F)(F)F, [Ti+4]. Product: COc1ccc2c(c1)OCCC21CCCn2cncc21. As a reaction SMILES: [CH2:35]([SiH:36]([CH2:37][CH3:38])[CH2:39][CH3:40])[CH3:41].[CH3:14][O:15][c:16]1[cH:17][cH:18][c:19]2[c:24]([cH:25]1)[O:23][C:22](=[O:26])[CH2:21][C:20]21[c:27]2[n:28]([cH:32][n:33][cH:34]2)[CH2:29][CH2:30][CH2:31]1.[Cl-:45].[Cl-:46].[Cl-:47].[Cl-:48].[Cl:42][CH2:43][Cl:44].[F:1][C:2]([F:3])([F:4])[S:5]([O:6][O:7][Si:8]([CH3:9])([CH3:10])[CH3:11])(=[O:12])=[O:13].[Ti+4:49]>>[CH3:14][O:15][c:16]1[cH:17][cH:18][c:19]2[c:24]([cH:25]1)[O:23][CH2:22][CH2:21][C:20]21[c:27]2[n:28]([cH:32][n:33][cH:34]2)[CH2:29][CH2:30][CH2:31]1. Starting materials: CCc1ccc(Nc2ncc(CCc3ccnc(O)c3)c3ccccc23)cc1Br, CC#N, Cl, N, C1COCCO1, O=P(Cl)(Cl)Cl. Product: CCc1ccc(Nc2ncc(CCc3ccnc(Cl)c3)c3ccccc23)cc1Br. RXN SMILES: [Br:1][c:2]1[cH:3][c:4]([NH:5][c:6]2[n:7][cH:8][c:9]([CH2:16][CH2:17][c:18]3[cH:19][c:20]([OH:24])[n:21][cH:22][cH:23]3)[c:10]3[cH:11][cH:12][cH:13][cH:14][c:15]23)[cH:25][cH:26][c:27]1[CH2:28][CH3:29].[CH3:37][C:38]#[N:39].[ClH:35].[NH3:36].[O:40]1[CH2:41][CH2:42][O:43][CH2:44][CH2:45]1.[P:30]([Cl:31])([Cl:32])([Cl:33])=[O:34]>>[Br:1][c:2]1[cH:3][c:4]([NH:5][c:6]2[n:7][cH:8][c:9]([CH2:16][CH2:17][c:18]3[cH:19][c:20]([Cl:32])[n:21][cH:22][cH:23]3)[c:10]3[cH:11][cH:12][cH:13][cH:14][c:15]23)[cH:25][cH:26][c:27]1[CH2:28][CH3:29]. The reactants are O=C1CCC(=O)N1Br, O=C(OOC(=O)c1ccccc1)c1ccccc1, COc1ccc(C(=O)c2ccc(C)cc2)cc1, ClC(Cl)(Cl)Cl. Yields the product COc1ccc(C(=O)c2ccc(CBr)cc2)cc1. RXN SMILES: [Br:36][N:37]1[C:38](=[O:39])[CH2:40][CH2:41][C:42]1=[O:43].[C:1]([O:2][O:3][C:4](=[O:5])[c:6]1[cH:7][cH:8][cH:9][cH:10][cH:11]1)(=[O:12])[c:13]1[cH:14][cH:15][cH:16][cH:17][cH:18]1.[CH3:19][O:20][c:21]1[cH:22][cH:23][c:24]([C:27](=[O:28])[c:29]2[cH:30][cH:31][c:32]([CH3:35])[cH:33][cH:34]2)[cH:25][cH:26]1.[Cl:44][C:45]([Cl:46])([Cl:47])[Cl:48]>>[CH3:19][O:20][c:21]1[cH:22][cH:23][c:24]([C:27](=[O:28])[c:29]2[cH:30][cH:31][c:32]([CH2:35][Br:36])[cH:33][cH:34]2)[cH:25][cH:26]1. Reactants: C(C)N(C(C1=CC(=C(C=C1)F)[N+](=O)[O-])=O)CC (N,N-diethyl-4-fluoro-3-nitrobenzamide), N1(CCOCC1)CCN (2-(4-morpholinyl)ethanamine). The solvent is CCO (EtOH). The product is C(C)N(C(C1=CC(=C(C=C1)NCCN1CCOCC1)[N+](=O)[O-])=O)CC (N,N-diethyl-4-{[2-(4-morpholinyl)ethyl]amino}-3-nitrobenzamide). RXN SMILES: [CH2:1]([N:3]([CH2:16][CH3:17])[C:4](=[O:15])[C:5]1[CH:10]=[CH:9][C:8](F)=[C:7]([N+:12]([O-:14])=[O:13])[CH:6]=1)[CH3:2].[N:18]1([CH2:24][CH2:25][NH2:26])[CH2:23][CH2:22][O:21][CH2:20][CH2:19]1>CCO>[CH2:1]([N:3]([CH2:16][CH3:17])[C:4](=[O:15])[C:5]1[CH:10]=[CH:9][C:8]([NH:26][CH2:25][CH2:24][N:18]2[CH2:23][CH2:22][O:21][CH2:20][CH2:19]2)=[C:7]([N+:12]([O-:14])=[O:13])[CH:6]=1)[CH3:2]. Reported procedure: A mixture of N,N-diethyl-4-fluoro-3-nitrobenzamide (1.00 g, 4.16 mmol), 2-(4-morpholinyl)ethanamine (0.600 mL, 4.58 mmol) in 80% aq. EtOH (50 mL) was refluxed for 4 hours. The reaction was then concentrated in vacuo, and the residue was taken up into EtOAc (40 mL). The organic phase was washed with saturated NaHCO3 (2×10 mL), and the combined aqueous phases were extracted with additional EtOAc (2×20 mL). The combined organic phases were dried over MgSO4, filtered, and concentrated in vacuo to pr...